Dataset: the Open Reaction Database (ORD), a public repository of structured organic reaction records. Task: describe an organic reaction: reactants, conditions, products, and yield Reactants: CCCCCCCCC=CCCCCCCCC(=O)Cl, CCCCCC=CCC=CCCCCCCCC(=O)Nc1ccc2[nH]nnc2c1, Nc1ccc2[nH]nnc2c1. As a reaction SMILES: [C:11]([Cl:12])(=[O:13])[CH2:14][CH2:15][CH2:16][CH2:17][CH2:18][CH2:19][CH2:20][CH:21]=[CH:22][CH2:23][CH2:24][CH2:25][CH2:26][CH2:27][CH2:28][CH2:29][CH3:30].[C:31]([CH2:32][CH2:33][CH2:34][CH2:35][CH2:36][CH2:37][CH2:38][CH:39]=[CH:40][CH2:41][CH:42]=[CH:43][CH2:44][CH2:45][CH2:46][CH2:47][CH3:48])(=[O:49])[NH:50][c:51]1[cH:52][c:53]2[c:54]([nH:55][n:56][n:57]2)[cH:58][cH:59]1.[NH2:1][c:2]1[cH:3][cH:4][c:5]2[nH:6][n:7][n:8][c:9]2[cH:10]1>>[C:31]([CH2:32][CH2:33][CH2:34][CH2:35][CH2:36][CH2:37][CH2:38][CH:39]=[CH:40][CH2:41][CH2:42][CH2:43][CH2:44][CH2:45][CH2:46][CH2:47][CH3:48])(=[O:49])[NH:50][c:51]1[cH:52][c:53]2[c:54]([nH:55][n:56][n:57]2)[cH:58][cH:59]1. Yields the product CCCCCCCCC=CCCCCCCCC(=O)Nc1ccc2[nH]nnc2c1. Reactants: [BH4-].[Na+] (sodium borohydride), NC1=C(C(=NN1C1=C(C=C(C=C1Cl)C(F)(F)F)Cl)C1=NOC=N1)SC#N (5-Amino-1-(2,6-dichloro-4-trifluoromethylphenyl)-3-(1,2,4-oxadiazol-3-yl)-4-thiocyanatopyrazole), O (water). The solvent is CO (methanol). Conditions: temperature 0 celsius, time 3.5 hour. Product: NC1=C(C(=NN1C1=C(C=C(C=C1Cl)C(F)(F)F)Cl)C1=NOC=N1)SSC=1C(=NN(C1N)C1=C(C=C(C=C1Cl)C(F)(F)F)Cl)C1=NOC=N1 (Bis{5-Amino-1-(2,6-dichloro-4-trifluoromethylphenyl)-3-(1,2,4-oxadiazol-3-yl)pyrazol-4-yl}disulfide). Yield: 55.0%. As a reaction SMILES: [NH2:1][C:2]1[N:6]([C:7]2[C:12]([Cl:13])=[CH:11][C:10]([C:14]([F:17])([F:16])[F:15])=[CH:9][C:8]=2[Cl:18])[N:5]=[C:4]([C:19]2[N:23]=[CH:22][O:21][N:20]=2)[C:3]=1[S:24]C#N.[BH4-].[Na+].[OH2:29]>CO>[NH2:1][C:2]1[N:6]([C:7]2[C:12]([Cl:13])=[CH:11][C:10]([C:14]([F:16])([F:17])[F:15])=[CH:9][C:8]=2[Cl:18])[N:5]=[C:4]([C:19]2[N:23]=[CH:22][O:29][N:20]=2)[C:3]=1[S:24][S:24][C:3]1[C:4]([C:19]2[N:23]=[CH:22][O:21][N:20]=2)=[N:5][N:6]([C:7]2[C:12]([Cl:13])=[CH:11][C:10]([C:14]([F:16])([F:15])[F:17])=[CH:9][C:8]=2[Cl:18])[C:2]=1[NH2:1] |f:1.2|. Reported procedure: 5-Amino-1-(2,6-dichloro-4-trifluoromethylphenyl)-3-(1,2,4-oxadiazol-3-yl)-4-thiocyanatopyrazole 1.00 g (2.37 mmol) was dissolved in 20 ml of dry methanol, and then 210 mg (5.00 mmol) of 90% sodium borohydride was added at 0° C. After the mixture was was stirred at 0° C. for 3.5 hrs, the reaction mixture was poured into 80 ml iced water, and then the precipitate was collected by filtration. After drying in vacuo, the resulting yellow crystal was recrystalized from ethyl acetate-n-hexane mixed sol... Reactants: ice water, CC1(C(C2=C(C(=C(C=C2C1)OC)Cl)Cl)=O)C1=CC=CC=C1 (2-methyl-2-phenyl-5-methoxy-6,7-dichloro-1-indanone), [N+](=O)(OCCCCC)[O-] (Amyl nitrate). Run in polyphosphoric acid. Conditions: time 8 hour. Yields the product CC1(C(C2=C(C(=C(C=C2C1)OC)Cl)Cl)=O)C1=CC=C(C=C1)[N+](=O)[O-] (2-Methyl-2-(4-nitrophenyl)-5-methoxy-6,7-dichloro-1-indanone). As a reaction SMILES: [CH3:1][C:2]1([C:16]2[CH:21]=[CH:20][CH:19]=[CH:18][CH:17]=2)[CH2:10][C:9]2[C:4](=[C:5]([Cl:14])[C:6]([Cl:13])=[C:7]([O:11][CH3:12])[CH:8]=2)[C:3]1=[O:15].[N+:22]([O-])([O:24]CCCCC)=[O:23]>>[CH3:1][C:2]1([C:16]2[CH:21]=[CH:20][C:19]([N+:22]([O-:24])=[O:23])=[CH:18][CH:17]=2)[CH2:10][C:9]2[C:4](=[C:5]([Cl:14])[C:6]([Cl:13])=[C:7]([O:11][CH3:12])[CH:8]=2)[C:3]1=[O:15]. Procedure: Amyl nitrate (40 ml.) is added in 10 ml. increments at two hour intervals to 2-methyl-2-phenyl-5-methoxy-6,7-dichloro-1-indanone (9.36 g., 0.03 mole) in polyphosphoric acid (150 g.) at 50°-60° C. with stirring. The total heating period is 8 hours. The reaction mixture is treated with crushed ice-water to precipitate 4.82 g. of 2-methyl-2-(4-nitrophenyl)-5-methoxy-6,7-dichloro-1-indanone which melts at 179°-180° C. after crystallization from butyl chloride. The reactants are FC=1C=C(C=C(C1)SC1=CC=C(C=C1)C(C(F)(F)F)=O)C1(CCOCC1)OC (4'-[5-fluoro-3-(4-methoxytetrahydropyran-4-yl)phenylthio]-α,α,α-trifluoroacetophenone), Cl.NO (hydroxylamine hydrochloride). Product: FC=1C=C(C=C(C1)SC1=CC=C(C=C1)C(C(F)(F)F)=NO)C1(CCOCC1)OC (4'-[5-fluoro-3-(4-methoxytetrahydropyran-4-yl)phenylthio]-α,α,α-trifluoroacetophenone oxime). The yield is 70.0%. Reaction SMILES: [F:1][C:2]1[CH:3]=[C:4]([C:21]2([O:27][CH3:28])[CH2:26][CH2:25][O:24][CH2:23][CH2:22]2)[CH:5]=[C:6]([S:8][C:9]2[CH:14]=[CH:13][C:12]([C:15](=O)[C:16]([F:19])([F:18])[F:17])=[CH:11][CH:10]=2)[CH:7]=1.Cl.[NH2:30][OH:31]>>[F:1][C:2]1[CH:3]=[C:4]([C:21]2([O:27][CH3:28])[CH2:26][CH2:25][O:24][CH2:23][CH2:22]2)[CH:5]=[C:6]([S:8][C:9]2[CH:14]=[CH:13][C:12]([C:15](=[N:30][OH:31])[C:16]([F:19])([F:18])[F:17])=[CH:11][CH:10]=2)[CH:7]=1 |f:1.2|. Procedure: Using an analogous procedure to that described in Example 69, 4'-[5-fluoro-3-(4-methoxytetrahydropyran-4-yl)phenylthio]-α,α,α-trifluoroacetophenone was reacted with hydroxylamine hydrochloride to give 4'-[5-fluoro-3-(4-methoxytetrahydropyran-4-yl)phenylthio]-α,α,α-trifluoroacetophenone oxime in 70% yield, m.p. 131°-133° C.; The reactants are CNC(=O)NS(=O)(=O)c1ccccc1OC(Cl)=CCl, Clc1ccccc1. The product is O=C=NS(=O)(=O)c1ccccc1OC(Cl)=CCl. RXN SMILES: [Cl:1][C:2](=[CH:3][Cl:4])[O:5][c:6]1[c:7]([S:12](=[O:13])(=[O:14])[NH:15][C:16](=[O:17])[NH:18][CH3:19])[cH:8][cH:9][cH:10][cH:11]1.[Cl:20][c:21]1[cH:22][cH:23][cH:24][cH:25][cH:26]1>>[Cl:1][C:2](=[CH:3][Cl:4])[O:5][c:6]1[c:7]([S:12](=[O:13])(=[O:14])[N:15]=[C:16]=[O:17])[cH:8][cH:9][cH:10][cH:11]1. Starting materials: ClCCl, COc1ccccc1C=O, SCCCS. The product is COc1ccccc1C1SCCCS1. As a reaction SMILES: [CH2:16]([Cl:17])[Cl:18].[CH:1]([c:2]1[c:3]([O:8][CH3:9])[cH:4][cH:5][cH:6][cH:7]1)=[O:10].[SH:11][CH2:12][CH2:13][CH2:14][SH:15]>>[CH:1]1([c:2]2[c:3]([O:8][CH3:9])[cH:4][cH:5][cH:6][cH:7]2)[S:11][CH2:12][CH2:13][CH2:14][S:15]1.